Dataset: the Open Reaction Database (ORD), a public repository of structured organic reaction records. Task: describe an organic reaction: reactants, conditions, products, and yield The reactants are C1(=CC=CC=C1)N1N=CC(C1=O)C(=O)OCC (2,4-dihydro-2-phenyl-4-ethoxycarbonyl-3H-pyrazol-3-one), [OH-].[K+] (KOH), Cl (HCl). The solvent is C(C)O.O (ethanol water). The product is C1(=CC=CC=C1)N1N=C(CC1=O)C1=CC=CC=C1 (2,4-dihydro-2,5-diphenyl-3H-pyrazol-3-one). Isolated yield 50.8%. Reaction SMILES: [C:1]1([N:7]2[C:11](=[O:12])[CH:10](C(OCC)=O)[CH:9]=[N:8]2)[CH:6]=[CH:5][CH:4]=[CH:3][CH:2]=1.[OH-].[K+].Cl>C(O)C.O>[C:1]1([N:7]2[C:11](=[O:12])[CH2:10][C:9]([C:1]3[CH:6]=[CH:5][CH:4]=[CH:3][CH:2]=3)=[N:8]2)[CH:2]=[CH:3][CH:4]=[CH:5][CH:6]=1 |f:1.2,4.5|. Procedure details: To a mixture of 2,4-dihydro-2-phenyl-4-ethoxycarbonyl-3H-pyrazol-3-one (5.8 g; 25 mmol) in 16 ml of ethanol/water (1:1) 4 g of KOH was added and the resulting mixture was heated at reflux for 4 hours. The mixture was cooled in an ice/bath, conc. HCl solution was added (until pH=1-2), and the resulting mixture was refluxed overnight. The reaction mixture was cooled, concentrated in vacuo, and the residue was dissolved in water. The aqueous layer was extracted with ethyl acetate (2×), the combined... Reaction SMILES: [CH2:1]([C:4]1[CH:9]=[CH:8][CH:7]=[CH:6][C:5]=1[OH:10])[CH2:2][CH3:3].Cl[CH2:12][CH:13]1[O:15][CH2:14]1.C(O)C.[OH-].[K+]>O>[O:15]1[CH:13]([CH2:12][O:10][C:5]2[CH:6]=[CH:7][CH:8]=[CH:9][C:4]=2[CH2:1][CH2:2][CH3:3])[CH2:14]1 |f:3.4|. Procedure details: To a solution of 27.2 parts of 2-propylphenol and 56 parts of 1-chloro-2,3-epoxypropane in 30 parts of ethyl alcohol, heated under reflux, was added a solution of 13.2 parts of potassium hydroxide in 50 parts of ethyl alcohol and 6 parts of water over 15 minutes and the mixture obtained was heated under reflux for a further 2 hours. The mixture was poured into 1,000 parts of water and extracted with ethyl acetate. The organic phase was separated, washed with water, dried over magnesium sulphate,... Reactants: 13.2, [OH-].[K+] (potassium hydroxide), C(C)O (ethyl alcohol), 27.2, C(CC)C1=C(C=CC=C1)O (2-propylphenol), ClCC1CO1 (1-chloro-2,3-epoxypropane), C(C)O (ethyl alcohol). Solvent: O (water), O (water). Product: 31.0, O1CC1COC1=C(C=CC=C1)CCC (1,2-epoxy-3-(2-propylphenoxy)propane). Reactants: C12(CC3CC(CC(C1)C3)C2)CCC2=C(N=C(N2)C2=NC=CC=C2)C(=O)O (5-(2-Adamantan-1-yl-ethyl)-2-pyridine-2-yl-1H-imidazole-4-carboxylic acid), N1=C(C=CC=C1)C=O (pyridine-2-carboxaldehyde), C(C1=CC=CC=C1)OC(C1=C(C=CC(=C1)N)C)=O (5-amino-2-methyl-benzoic acid benzyl ester). Yields the product C(C1=CC=CC=C1)OC(C1=C(C=CC(=C1)NC(=O)C=1N=C(NC1CCC12CC3CC(CC(C1)C3)C2)C2=NC=CC=C2)C)=O (5-{[5-(2-adamantan-1-yl-ethyl)-2-pyridine-2-yl-1H-imidazole-4-carbonyl]-amino}-2-methyl-benzoic acid benzyl ester). As a reaction SMILES: [C:1]12([CH2:11][CH2:12][C:13]3[NH:17][C:16]([C:18]4[CH:23]=[CH:22][CH:21]=[CH:20][N:19]=4)=[N:15][C:14]=3[C:24](O)=[O:25])[CH2:10][CH:5]3[CH2:6][CH:7]([CH2:9][CH:3]([CH2:4]3)[CH2:2]1)[CH2:8]2.N1C=CC=CC=1C=O.[CH2:35]([O:42][C:43](=[O:52])[C:44]1[CH:49]=[C:48]([NH2:50])[CH:47]=[CH:46][C:45]=1[CH3:51])[C:36]1[CH:41]=[CH:40][CH:39]=[CH:38][CH:37]=1>>[CH2:35]([O:42][C:43](=[O:52])[C:44]1[CH:49]=[C:48]([NH:50][C:24]([C:14]2[N:15]=[C:16]([C:18]3[CH:23]=[CH:22][CH:21]=[CH:20][N:19]=3)[NH:17][C:13]=2[CH2:12][CH2:11][C:1]23[CH2:10][CH:5]4[CH2:4][CH:3]([CH2:9][CH:7]([CH2:6]4)[CH2:8]2)[CH2:2]3)=[O:25])[CH:47]=[CH:46][C:45]=1[CH3:51])[C:36]1[CH:41]=[CH:40][CH:39]=[CH:38][CH:37]=1. Procedure details: 5-(2-Adamantan-1-yl-ethyl)-2-pyridine-2-yl-1H-imidazole-4-carboxylic acid (prepared according to the procedure of Example 70, steps a and b, with the modification that pyridine-2-carboxaldehyde was used instead of 2-dimethylamino-benzaldehyde in step a) was reacted with 5-amino-2-methyl-benzoic acid benzyl ester according to the procedure of Example 177, step a to afford 5-{[5-(2-adamantan-1-yl-ethyl)-2-pyridine-2-yl-1H-imidazole-4-carbonyl]-amino}-2-methyl-benzoic acid benzyl ester. The benzyl ... The reactants are CC(=O)N(Cc1cc(C(F)(F)F)cc(C(F)(F)F)c1)C1CCCN(C(=O)OC(C)(C)C)c2cc(Cl)ccc21, O=C([O-])O, ClCCl, [Na+], O=C(O)C(F)(F)F. Product: CC(=O)N(Cc1cc(C(F)(F)F)cc(C(F)(F)F)c1)C1CCCNc2cc(Cl)ccc21. As a reaction SMILES: [C:1]([O:2][C:3](=[O:4])[N:8]1[c:9]2[c:10]([cH:34][cH:35][c:36]([Cl:38])[cH:37]2)[CH:11]([N:15]([CH2:16][c:17]2[cH:18][c:19]([C:27]([F:28])([F:29])[F:30])[cH:20][c:21]([C:23]([F:24])([F:25])[F:26])[cH:22]2)[C:31]([CH3:32])=[O:33])[CH2:12][CH2:13][CH2:14]1)([CH3:5])([CH3:6])[CH3:7].[C:46](=[O:47])([OH:48])[O-:49].[Cl:51][CH2:52][Cl:53].[Na+:50].[OH:39][C:40]([C:41]([F:42])([F:43])[F:44])=[O:45]>>[NH:8]1[c:9]2[c:10]([cH:34][cH:35][c:36]([Cl:38])[cH:37]2)[CH:11]([N:15]([CH2:16][c:17]2[cH:18][c:19]([C:27]([F:28])([F:29])[F:30])[cH:20][c:21]([C:23]([F:24])([F:25])[F:26])[cH:22]2)[C:31]([CH3:32])=[O:33])[CH2:12][CH2:13][CH2:14]1. The reactants are COC(CCC1=C(C=C(C=C1)OC1=CC(=CC(=C1)CC)Br)C)=O (3-[4-(3-bromo-5-ethyl-phenoxy)-2-methyl-phenyl]-propionic acid methyl ester), ClC1=CC(=C(C=C1)O)OC1=CC=CC=C1 (4-chloro-2-phenoxy-phenol). Product: ClC1=CC(=C(OC=2C=C(OC3=CC(=C(C=C3)CCC(=O)O)C)C=C(C2)CC)C=C1)OC1=CC=CC=C1 (3-{4-[3-(4-Chloro-2-phenoxy-phenoxy)-5-ethyl-phenoxy]-2-methyl-phenyl}-propionic acid). Yield: 36.0%. As a reaction SMILES: C[O:2][C:3](=[O:23])[CH2:4][CH2:5][C:6]1[CH:11]=[CH:10][C:9]([O:12][C:13]2[CH:18]=[C:17]([CH2:19][CH3:20])[CH:16]=[C:15](Br)[CH:14]=2)=[CH:8][C:7]=1[CH3:22].[Cl:24][C:25]1[CH:30]=[CH:29][C:28]([OH:31])=[C:27]([O:32][C:33]2[CH:38]=[CH:37][CH:36]=[CH:35][CH:34]=2)[CH:26]=1>>[Cl:24][C:25]1[CH:30]=[CH:29][C:28]([O:31][C:15]2[CH:14]=[C:13]([CH:18]=[C:17]([CH2:19][CH3:20])[CH:16]=2)[O:12][C:9]2[CH:10]=[CH:11][C:6]([CH2:5][CH2:4][C:3]([OH:2])=[O:23])=[C:7]([CH3:22])[CH:8]=2)=[C:27]([O:32][C:33]2[CH:38]=[CH:37][CH:36]=[CH:35][CH:34]=2)[CH:26]=1. Procedure details: The compound of 3-[4-(3-bromo-5-ethyl-phenoxy)-2-methyl-phenyl]-propionic acid methyl ester is reacted with 4-chloro-2-phenoxy-phenol as in Example 18 to afford 0.237 g (36%) of the title compound after saponification. 1H NMR (400 MHz, CDCl3); HRMS (ES+) m/z exact mass calculated for C30H28O5Cl 503.1625, found 503.1625. The reactants are C(C)(C)(C)OC(N(C(C)C)CC1=CC(=CC=C1)C1=NC(=NC=C1)Cl)=O ([3-(2-Chloro-pyrimidin-4-yl)-benzyl]-isopropyl-carbamic acid tert-butyl ester), NCCC1=CC(=C(C=C1)O)Cl (4-(2-Amino-ethyl)-2-chloro-phenol), 497. The product is C(C)(C)(C)OC(N(C(C)C)CC1=CC(=CC=C1)C1=NC(=NC=C1)NCCC1=CC(=C(C=C1)O)Cl)=O ((3-{2-[2-(3-Chloro-4-hydroxy-phenyl)-ethylamino]-pyrimidin-4-yl}-benzyl)-isopropyl-carbamic acid tert-butyl ester). As a reaction SMILES: [C:1]([O:5][C:6](=[O:25])[N:7]([CH2:11][C:12]1[CH:17]=[CH:16][CH:15]=[C:14]([C:18]2[CH:23]=[CH:22][N:21]=[C:20](Cl)[N:19]=2)[CH:13]=1)[CH:8]([CH3:10])[CH3:9])([CH3:4])([CH3:3])[CH3:2].[NH2:26][CH2:27][CH2:28][C:29]1[CH:34]=[CH:33][C:32]([OH:35])=[C:31]([Cl:36])[CH:30]=1>>[C:1]([O:5][C:6](=[O:25])[N:7]([CH2:11][C:12]1[CH:17]=[CH:16][CH:15]=[C:14]([C:18]2[CH:23]=[CH:22][N:21]=[C:20]([NH:26][CH2:27][CH2:28][C:29]3[CH:34]=[CH:33][C:32]([OH:35])=[C:31]([Cl:36])[CH:30]=3)[N:19]=2)[CH:13]=1)[CH:8]([CH3:9])[CH3:10])([CH3:4])([CH3:2])[CH3:3]. Reported procedure: Intermediate 70 was coupled with Intermediate 71 following procedure F. LC-MS showed the product had the expected M+H+ of 497. 1H NMR (Varian 300 MHz, CDCl3, shifts relative to the solvent peak at 7.24 ppm) δ 8.3 (d, 1H) 7.9 (m, 2H) 7.4 (m, 2H) 7.2 (m, 2H) 7.0 (m, 3H) 4.4 (s, 2H) 3.7 (m, 2H) 2.8 (m, 2H) 1.4 (s, br, 10H) 1.0 (d, 6H). Starting materials: CC=1C=C(C(=NC1C)C1=NC(=CC=C1)C)O (5,6,6′-Trimethyl-[2,2′]bipyridin-3-ol), O (water), C(C1=CC=CC=C1)OC1=C(C=C2C(=CC=NC2=C1)Cl)OC (7-benzyloxy-4-chloro-6-methoxyquinoline), C([O-])([O-])=O.[Cs+].[Cs+] (cesium carbonate). The reagents and catalysts are CN(C1=CC=NC=C1)C (4-dimethylaminopyridine). The solvent is CS(=O)C (dimethyl sulfoxide). Reaction conditions: temperature 130 celsius, time 8 hour. Yields the product C(C1=CC=CC=C1)OC1=C(C=C2C(=CC=NC2=C1)OC=1C(=NC(=C(C1)C)C)C1=NC(=CC=C1)C)OC (3-(7-Benzyloxy-6-methoxy-quinolin-4-yloxy)-5,6,6′-trimethyl-[2,2′]bipyridine). Yield: 72.2%. RXN SMILES: [CH3:1][C:2]1[CH:3]=[C:4]([OH:16])[C:5]([C:9]2[CH:14]=[CH:13][CH:12]=[C:11]([CH3:15])[N:10]=2)=[N:6][C:7]=1[CH3:8].[CH2:17]([O:24][C:25]1[CH:34]=[C:33]2[C:28]([C:29](Cl)=[CH:30][CH:31]=[N:32]2)=[CH:27][C:26]=1[O:36][CH3:37])[C:18]1[CH:23]=[CH:22][CH:21]=[CH:20][CH:19]=1.C(=O)([O-])[O-].[Cs+].[Cs+].O>CN(C)C1C=CN=CC=1.CS(C)=O>[CH2:17]([O:24][C:25]1[CH:34]=[C:33]2[C:28]([C:29]([O:16][C:4]3[C:5]([C:9]4[CH:14]=[CH:13][CH:12]=[C:11]([CH3:15])[N:10]=4)=[N:6][C:7]([CH3:8])=[C:2]([CH3:1])[CH:3]=3)=[CH:30][CH:31]=[N:32]2)=[CH:27][C:26]=1[O:36][CH3:37])[C:18]1[CH:19]=[CH:20][CH:21]=[CH:22][CH:23]=1 |f:2.3.4|. Reported procedure: 5,6,6′-Trimethyl-[2,2′]bipyridin-3-ol (300 mg), 7-benzyloxy-4-chloro-6-methoxyquinoline (1.26 g), 4-dimethylaminopyridine (513 mg), and cesium carbonate (1.37 g) were suspended in dimethyl sulfoxide (6 ml), and the suspension was stirred at 130° C. overnight. The reaction solution was cooled to room temperature, water was then added to the reaction solution, and the mixture was extracted with chloroform. The chloroform layer was washed with saturated brine and was dried over anhydrous sodium sul...